From a dataset of the Open Reaction Database (ORD), a public repository of structured organic reaction records. describe an organic reaction: reactants, conditions, products, and yield Reactants: C(C)(=O)N1CCC(CC1)\C(\CC1=NC=NC=C1)=N\NS(=O)(=O)C1=CC=C(C=C1)C (N′-[(1E)-1-(1-acetylpiperidin-4-yl)-2-pyrimidin-4-ylethylidene]-4-methylbenzenesulfonohydrazide), O1CCCC1 (tetrahydrofuran), ClC1=CC=C(C(=O)Cl)C=C1 (4-Chlorobenzoyl chloride). Reagents/catalysts: CN(C1=CC=NC=C1)C (4-dimethylaminopyridine). Solvent: C(C)N(CC)CC (triethylamine). The product is ClC1=CC=C(C=C1)C1=C(C(=NN1S(=O)(=O)C1=CC=C(C=C1)C)C1CCN(CC1)C(C)=O)C1=NC=NC=C1 (1-{4-[5-(4-chlorophenyl)-4-pyrimidin-4-yl-1-(toluene-4-sulfonyl)-1H-pyrazole-3-yl]-piperidine-1-yl}-ethanone). As a reaction SMILES: [C:1]([N:4]1[CH2:9][CH2:8][CH:7](/[C:10](=[N:18]/[NH:19][S:20]([C:23]2[CH:28]=[CH:27][C:26]([CH3:29])=[CH:25][CH:24]=2)(=[O:22])=[O:21])/[CH2:11][C:12]2[CH:17]=[CH:16][N:15]=[CH:14][N:13]=2)[CH2:6][CH2:5]1)(=[O:3])[CH3:2].O1CCCC1.[Cl:35][C:36]1[CH:44]=[CH:43][C:39]([C:40](Cl)=O)=[CH:38][CH:37]=1>CN(C)C1C=CN=CC=1.C(N(CC)CC)C>[Cl:35][C:36]1[CH:44]=[CH:43][C:39]([C:40]2[N:19]([S:20]([C:23]3[CH:28]=[CH:27][C:26]([CH3:29])=[CH:25][CH:24]=3)(=[O:22])=[O:21])[N:18]=[C:10]([CH:7]3[CH2:8][CH2:9][N:4]([C:1](=[O:3])[CH3:2])[CH2:5][CH2:6]3)[C:11]=2[C:12]2[CH:17]=[CH:16][N:15]=[CH:14][N:13]=2)=[CH:38][CH:37]=1. Procedure details: This reaction was carried out in a 100 ml round bottom flask. N′-[(1E)-1-(1-acetylpiperidin-4-yl)-2-pyrimidin-4-ylethylidene]-4-methylbenzenesulfonohydrazide (7) (5g, 11 mmol) was charged to the reactor, followed by tetrahydrofuran (“THF”, 31 ml), which, in turn, was followed by 2.15 ml of triethylamine (“TEA”, 2.15 ml) and 4-dimethylaminopyridine (“DMAP”, 0.134 g). 4-Chlorobenzoyl chloride (8) (“4-CBC”, 2.09 ml) was then charged all at once while stirring the mixture. The reaction was brought t... Reactants: N1(CCNCC1)C=1C2=C(N=C(N1)N)SC(=N2)C=2C=NC=CC2 (7-(piperazin-1-yl)-2-(pyridin-3-yl)thiazolo[5,4-d]pyrimidin-5-amine), COC1=CC=C(CN=C=O)C=C1 (4-methoxybenzyl isocyanate). Product: NC=1N=C(C2=C(N1)SC(=N2)C=2C=NC=CC2)N2CCN(CC2)C(=O)NCC2=CC=C(C=C2)OC (4-(5-amino-2-(pyridin-3-yl)thiazolo[5,4-d]pyrimidin-7-yl)-N -(4-methoxybenzyl)piperazine-1-carboxamide). The yield is 40.0%. As a reaction SMILES: [N:1]1([C:7]2[C:8]3[N:16]=[C:15]([C:17]4[CH:18]=[N:19][CH:20]=[CH:21][CH:22]=4)[S:14][C:9]=3[N:10]=[C:11]([NH2:13])[N:12]=2)[CH2:6][CH2:5][NH:4][CH2:3][CH2:2]1.[CH3:23][O:24][C:25]1[CH:34]=[CH:33][C:28]([CH2:29][N:30]=[C:31]=[O:32])=[CH:27][CH:26]=1>>[NH2:13][C:11]1[N:12]=[C:7]([N:1]2[CH2:6][CH2:5][N:4]([C:31]([NH:30][CH2:29][C:28]3[CH:33]=[CH:34][C:25]([O:24][CH3:23])=[CH:26][CH:27]=3)=[O:32])[CH2:3][CH2:2]2)[C:8]2[N:16]=[C:15]([C:17]3[CH:18]=[N:19][CH:20]=[CH:21][CH:22]=3)[S:14][C:9]=2[N:10]=1. Procedure details: This compound was prepared from 7-(piperazin-1-yl)-2-(pyridin-3-yl)thiazolo[5,4-d]pyrimidin-5-amine using 4-methoxybenzyl isocyanate in a yield of 40%, according to the procedure for the synthesis of example 42. Yields the product C(C)(CC)N(C(N(N=O)CCCl)=O)C([C@@H]1[C@H]([C@@H]([C@H]([C@@](O)(O1)CCCC)O)O)O)O (3-sec-butyl-3-(n-butyl α-D-glucopyranose-6-yl)-1-(2-chloroethyl)-1-nitrosourea). Yield: 56.6%. Procedure: Sodium nitrite fine powder (0.6 g ) was slowly added to a solution of 3-sec-butyl-3-(n-butyl α-D-glucopyranose-6-yl)-1-(2-chloroethyl)urea (2.24 g, 5.64 mmol) in formic acid (10 ml) with thorough stirring at 0° to 5° C. spending 1 hour, and stirring was continued for further 2 hours at the same temperature. After confirmation by TLC that the reaction was finished, 20 g of an ion exchange resin (H+ form, registered trade mark: Amberlite IR-120) was added to the reaction mixture at 0° to 5° C., an... Reactants: N(=O)[O-].[Na+] (Sodium nitrite), C(C)(CC)N(C(NCCCl)=O)C([C@@H]1[C@H]([C@@H]([C@H]([C@@](O)(O1)CCCC)O)O)O)O (3-sec-butyl-3-(n-butyl α-D-glucopyranose-6-yl)-1-(2-chloroethyl)urea), ion. As a reaction SMILES: [N:1]([O-:3])=O.[Na+].[CH:5]([N:9]([CH:16]([OH:31])[C@H:17]1[O:23][C@:21]([CH2:24][CH2:25][CH2:26][CH3:27])([OH:22])[C@H:20]([OH:28])[C@@H:19]([OH:29])[C@@H:18]1[OH:30])[C:10](=[O:15])[NH:11][CH2:12][CH2:13][Cl:14])([CH2:7][CH3:8])[CH3:6]>C(O)=O>[CH:5]([N:9]([CH:16]([OH:31])[C@H:17]1[O:23][C@:21]([CH2:24][CH2:25][CH2:26][CH3:27])([OH:22])[C@H:20]([OH:28])[C@@H:19]([OH:29])[C@@H:18]1[OH:30])[C:10](=[O:15])[N:11]([CH2:12][CH2:13][Cl:14])[N:1]=[O:3])([CH2:7][CH3:8])[CH3:6] |f:0.1|. Solvent: C(=O)O (formic acid). Reaction conditions: time 1 hour. Run at time 24 hour. Solvent: CO.O (MeOH H2O). Starting materials: ClC1=NC2=C(N1[C@H]1[C@H](OC(C)=O)[C@H](OC(C)=O)[C@H](O1)COC(C)=O)C=C(C(=C2)Cl)Cl (2,5,6-Trichloro-1-(2,3,5-tri-O-acetyl-β-D-ribofuranosyl)benzimidazole), CC(=O)[O-].[K+] (KOAc), CC(=O)O (AcOH). Procedure: A mixture of 42 (0.48 g, 1.0 mmol) and KOAc (0.49 g, 5.0 mmol) in MeOH/H2O (20 ml/2 mL) was stirred at room temperature for 24 h. AcOH (0.286 mL 5.0 mmol) was added and stirring was continued at room temperature for 15 min. The reaction mixture was evaporated and the residue was partitioned between H2O/CHCl3 (50 mL/50 mL). The CHCl3 layer was washed with sat. NaCl solution (50 mL), dried (Na2SO4), and evaporated. The residue was chromatographed on a silica column (1.9×20 cm, eluted with CHCl3, 1... Yields the product C(C)(=O)OC[C@@H]1[C@H]([C@H]([C@@H](O1)N1C(=NC2=C1C=C(C(=C2)Cl)Cl)Cl)O)O (1-(5-O-Acetyl-β-D-ribofuranosyl)-2,5,6-trichlorobenzimidazole). RXN SMILES: [Cl:1][C:2]1[N:6]([C@@H:7]2[O:19][C@H:18]([CH2:20][O:21][C:22](=[O:24])[CH3:23])[C@@H:13]([O:14]C(=O)C)[C@H:8]2[O:9]C(=O)C)[C:5]2[CH:25]=[C:26]([Cl:30])[C:27]([Cl:29])=[CH:28][C:4]=2[N:3]=1.CC([O-])=O.[K+].CC(O)=O>CO.O>[C:22]([O:21][CH2:20][C@H:18]1[O:19][C@@H:7]([N:6]2[C:5]3[CH:25]=[C:26]([Cl:30])[C:27]([Cl:29])=[CH:28][C:4]=3[N:3]=[C:2]2[Cl:1])[C@H:8]([OH:9])[C@@H:13]1[OH:14])(=[O:24])[CH3:23] |f:1.2,4.5|. Reactants: ClC=1C=CC2=C(C(=NCC(=N2)NN)C2=CC=CC=C2)C1 (7-chloro-2-hydrazino-5-phenyl-3H-1,4-benzodiazepine), O1CCN(CC1)CCCC(C(=O)O)=O (5-morpholino-2-oxopentanoic acid). Product: ClC=1C=CC2=C(C(=NCC(=N2)NN=C(CCCN2CCOCC2)C(=O)O)C2=CC=CC=C2)C1 (7-chloro-2-[(1-carboxy-4-morpholinobutylidene)hydrazino]-5-phenyl-3H-1,4-benzodiazepine). Reaction SMILES: [Cl:1][C:2]1[CH:3]=[CH:4][C:5]2[N:11]=[C:10]([NH:12][NH2:13])[CH2:9][N:8]=[C:7]([C:14]3[CH:19]=[CH:18][CH:17]=[CH:16][CH:15]=3)[C:6]=2[CH:20]=1.[O:21]1[CH2:26][CH2:25][N:24]([CH2:27][CH2:28][CH2:29][C:30](=O)[C:31]([OH:33])=[O:32])[CH2:23][CH2:22]1>>[Cl:1][C:2]1[CH:3]=[CH:4][C:5]2[N:11]=[C:10]([NH:12][N:13]=[C:30]([C:31]([OH:33])=[O:32])[CH2:29][CH2:28][CH2:27][N:24]3[CH2:23][CH2:22][O:21][CH2:26][CH2:25]3)[CH2:9][N:8]=[C:7]([C:14]3[CH:19]=[CH:18][CH:17]=[CH:16][CH:15]=3)[C:6]=2[CH:20]=1. Procedure: In the manner given in Example 13, 7-chloro-2-hydrazino-5-phenyl-3H-1,4-benzodiazepine can be stirred with 5-morpholino-2-oxopentanoic acid to give 7-chloro-2-[(1-carboxy-4-morpholinobutylidene)hydrazino]-5-phenyl-3H-1,4-benzodiazepine.